Dataset: the Open Reaction Database (ORD), a public repository of structured organic reaction records. Task: describe an organic reaction: reactants, conditions, products, and yield Starting materials: CN(CCN(CCCOc1ccc2c(c1)N(C)C(=O)C(C)(C)C(=O)N2C)Cc1ccncc1)C(=O)OC(C)(C)C, CCOC(C)=O. The product is CNCCN(CCCOc1ccc2c(c1)N(C)C(=O)C(C)(C)C(=O)N2C)Cc1ccncc1. As a reaction SMILES: [CH3:1][N:2]([C:3](=[O:4])[O:5][C:6]([CH3:7])([CH3:8])[CH3:9])[CH2:10][CH2:11][N:12]([CH2:13][CH2:14][CH2:15][O:16][c:17]1[cH:18][c:19]2[c:20]([cH:32][cH:33]1)[N:21]([CH3:31])[C:22](=[O:30])[C:23]([CH3:28])([CH3:29])[C:24](=[O:27])[N:25]2[CH3:26])[CH2:34][c:35]1[cH:36][cH:37][n:38][cH:39][cH:40]1.[CH3:41][CH2:42][O:43][C:44](=[O:45])[CH3:46]>>[CH3:1][NH:2][CH2:10][CH2:11][N:12]([CH2:13][CH2:14][CH2:15][O:16][c:17]1[cH:18][c:19]2[c:20]([cH:32][cH:33]1)[N:21]([CH3:31])[C:22](=[O:30])[C:23]([CH3:28])([CH3:29])[C:24](=[O:27])[N:25]2[CH3:26])[CH2:34][c:35]1[cH:36][cH:37][n:38][cH:39][cH:40]1. Reactants: O (water), ClC1=NC=CC=C1I (2-chloro-3-iodopyridine), N1=C(C=CC=C1)NC1=CC=C(C=C1)O (4-(pyridin-2-ylamino)phenol), C([O-])([O-])=O.[Cs+].[Cs+] (cesium carbonate). The solvent is CS(=O)C (DMSO). Reaction conditions: temperature 80 celsius. Yields the product IC=1C(=NC=CC1)OC1=CC=C(C=C1)NC1=NC=CC=C1 (N-(4-(3-IODOPYRIDIN-2-YLOXY)PHENYL)PYRIDIN-2-AMINE). As a reaction SMILES: Cl[C:2]1[C:7]([I:8])=[CH:6][CH:5]=[CH:4][N:3]=1.[N:9]1[CH:14]=[CH:13][CH:12]=[CH:11][C:10]=1[NH:15][C:16]1[CH:21]=[CH:20][C:19]([OH:22])=[CH:18][CH:17]=1.C(=O)([O-])[O-].[Cs+].[Cs+].O>CS(C)=O>[I:8][C:7]1[C:2]([O:22][C:19]2[CH:18]=[CH:17][C:16]([NH:15][C:10]3[CH:11]=[CH:12][CH:13]=[CH:14][N:9]=3)=[CH:21][CH:20]=2)=[N:3][CH:4]=[CH:5][CH:6]=1 |f:2.3.4|. Reported procedure: To a 250-mL round-bottomed flask was added 2-chloro-3-iodopyridine (5.32 g, 22.22 mmol), 4-(pyridin-2-ylamino)phenol (4.96 g, 26.6 mmol) and cesium carbonate (11.27 g, 34.6 mmol) in DMSO (100 mL) and the reaction was heated at 80° C. overnight. The reaction was cooled to rt and poured into water (400 mL). The solution was extracted with EtOAc (4×100 mL) and the combined organic layers were washed with brine and dried over Na2SO4. The solution was filtered, evaporated onto silica gel and purified... Starting materials: O=C(O)CCCCCCCCCCCCCCCBr, O=C([O-])O, C1CCOC1, [Na+]. Yields the product OCCCCCCCCCCCCCCCCBr. Reaction SMILES: [Br:1][CH2:2][CH2:3][CH2:4][CH2:5][CH2:6][CH2:7][CH2:8][CH2:9][CH2:10][CH2:11][CH2:12][CH2:13][CH2:14][CH2:15][CH2:16][C:17](=[O:18])[OH:19].[C:20](=[O:21])([OH:22])[O-:23].[CH2:25]1[O:26][CH2:27][CH2:28][CH2:29]1.[Na+:24]>>[Br:1][CH2:2][CH2:3][CH2:4][CH2:5][CH2:6][CH2:7][CH2:8][CH2:9][CH2:10][CH2:11][CH2:12][CH2:13][CH2:14][CH2:15][CH2:16][CH2:17][OH:18]. Starting materials: Cl.Cl.CC=1N=C(SC1C(=O)N1CCNCC1)C1=CC=NC=C1 (1-[4-methyl-2-(4-pyridyl)-5-thiazolecarbonyl]piperazine dihydrochloride), C([O-])(O)=O.[Na+] (sodium bicarbonate), ClC1=CC=C(C=CS(=O)(=O)Cl)C=C1 (4-chlorostyrene-β-sulfonylchloride). The solvent is C(C)(=O)OCC (ethyl acetate). Reaction conditions: time 1 hour. Yields the product ClC1=CC=C(C=CS(=O)(=O)N2CCN(CC2)C(=O)C2=C(N=C(S2)C2=CC=NC=C2)C)C=C1 (1-(4-Chlorostyrene-β-sulfonyl)-4-[4-methyl-2-(4-pyridyl)-5-thiazolecarbonyl]piperazine). Yield: 62.4%. As a reaction SMILES: Cl.Cl.[CH3:3][C:4]1[N:5]=[C:6]([C:17]2[CH:22]=[CH:21][N:20]=[CH:19][CH:18]=2)[S:7][C:8]=1[C:9]([N:11]1[CH2:16][CH2:15][NH:14][CH2:13][CH2:12]1)=[O:10].C(=O)(O)[O-].[Na+].[Cl:28][C:29]1[CH:40]=[CH:39][C:32]([CH:33]=[CH:34][S:35](Cl)(=[O:37])=[O:36])=[CH:31][CH:30]=1>C(OCC)(=O)C>[Cl:28][C:29]1[CH:30]=[CH:31][C:32]([CH:33]=[CH:34][S:35]([N:14]2[CH2:15][CH2:16][N:11]([C:9]([C:8]3[S:7][C:6]([C:17]4[CH:22]=[CH:21][N:20]=[CH:19][CH:18]=4)=[N:5][C:4]=3[CH3:3])=[O:10])[CH2:12][CH2:13]2)(=[O:37])=[O:36])=[CH:39][CH:40]=1 |f:0.1.2,3.4|. Reported procedure: To a solution of 1-[4-methyl-2-(4-pyridyl)-5-thiazolecarbonyl]piperazine dihydrochloride (200 mg) in ethyl acetate (10 ml)/sodium bicarbonate (10 ml) was added 4-chlorostyrene-β-sulfonylchloride (275 mg), and the mixture was stirred at room temperature for 1 hour. The ethyl acetate layer was separated, washed with brine, dried and concentrated. The residue was purified with silica gel column chromatography (ethyl acetate) to give colorless crystals of the title compound (169 mg). The reactants are FC1=C(C=CC=C1)C1=NCC=2N(C3=C1C=C(C=C3)I)C(=NN2)C (6-(2-fluorophenyl)-8-iodo-1-methyl-4H-[1,2,-4]triazolo[4,3-a][1,4]benzodiazepine), CC1=NC2=CC=CC=C2C(N1CC#C)=O (2-methyl-3-(2-propynyl)-4(3H)-quinazolinone). The product is FC1=C(C=CC=C1)C1=NCC=2N(C3=C1C=C(C=C3)C#CCN3C(=NC1=CC=CC=C1C3=O)C)C(=NN2)C (3-[3-[6-(2-Fluorophenyl)-1-methyl-4H-[1,2,4]triazolo[4,3-a][1,4]benzodiazepin-8-yl]-2-propynyl]-2-methyl-4(3H)-quinazolinone). Yield: 57.0%. As a reaction SMILES: [F:1][C:2]1[CH:7]=[CH:6][CH:5]=[CH:4][C:3]=1[C:8]1[C:14]2[CH:15]=[C:16](I)[CH:17]=[CH:18][C:13]=2[N:12]2[C:20]([CH3:23])=[N:21][N:22]=[C:11]2[CH2:10][N:9]=1.[CH3:24][C:25]1[N:34]([CH2:35][C:36]#[CH:37])[C:33](=[O:38])[C:32]2[C:27](=[CH:28][CH:29]=[CH:30][CH:31]=2)[N:26]=1>>[F:1][C:2]1[CH:7]=[CH:6][CH:5]=[CH:4][C:3]=1[C:8]1[C:14]2[CH:15]=[C:16]([C:37]#[C:36][CH2:35][N:34]3[C:33](=[O:38])[C:32]4[C:27](=[CH:28][CH:29]=[CH:30][CH:31]=4)[N:26]=[C:25]3[CH3:24])[CH:17]=[CH:18][C:13]=2[N:12]2[C:20]([CH3:23])=[N:21][N:22]=[C:11]2[CH2:10][N:9]=1. Procedure: This compound was obtained by coupling 6-(2-fluorophenyl)-8-iodo-1-methyl-4H-[1,2,-4]triazolo[4,3-a][1,4]benzodiazepine with 2-methyl-3-(2-propynyl)-4(3H)-quinazolinone [ref. B. Danielsson, L. Kronberg and B. Akerman, Acta Pharm. Suecica, 6, 379, (1969)] as described in ex. 17. It was isolated in 57% yield and crystallized from ethyl acetate. m.p. 241°-244° C. with decomposition. The crystals contained 0.66 molar amounts of water. Solvent: O1CCCC1 (tetrahydrofuran), O1CCCC1 (tetrahydrofuran), O1CCCC1 (tetrahydrofuran). Reported procedure: A solution of 22.2 g (137 mmol) of 1-oxo-5-methoxyindane in tetrahydrofuran was added dropwise to a cold suspension of 11 g (274 mmol) of sodium amide in tetrahydrofuran. The resulting mixture was stirred for ten minutes and a solution of 31.3 g (137 mmol) of phenyl-4-methoxybenzoate in tetrahydrofuran was added. Cooling was discontinued and a slight exothermic reaction occurred. The mixture was stirred at ambient temperature for an additional two hours. A thick precipitate developed and the rea... RXN SMILES: [O:1]=[C:2]1[C:10]2[C:5](=[CH:6][C:7]([O:11][CH3:12])=[CH:8][CH:9]=2)[CH2:4][CH2:3]1.[NH2-].[Na+].C1([O:21][C:22](=O)[C:23]2[CH:28]=[CH:27][C:26]([O:29][CH3:30])=[CH:25][CH:24]=2)C=CC=CC=1>O1CCCC1>[O:1]=[C:2]1[C:10]2[C:5](=[CH:6][C:7]([O:11][CH3:12])=[CH:8][CH:9]=2)[CH2:4][CH:3]1[C:22](=[O:21])[C:23]1[CH:28]=[CH:27][C:26]([O:29][CH3:30])=[CH:25][CH:24]=1 |f:1.2|. Reactants: C1(=CC=CC=C1)OC(C1=CC=C(C=C1)OC)=O (phenyl-4-methoxybenzoate), O=C1CCC2=CC(=CC=C12)OC (1-oxo-5-methoxyindane), [NH2-].[Na+] (sodium amide), ice water. Yields the product O=C1C(CC2=CC(=CC=C12)OC)C(C1=CC=C(C=C1)OC)=O (1-Oxo-2-(4-Methoxybenzoyl)-5-Methoxyindane). Yield: 51.0%. Starting materials: O=C([O-])[O-], CS(=O)(=O)OCC1CN(Cc2ccccc2)CCN1Cc1ccccc1, CC1(C)NCCNC1=O, CC#N, ClC(Cl)Cl, CC(C)O, [Cl-], [K+], [K+], [NH4+], O. Product: CC1(C)C(=O)NCCN1CC1CN(Cc2ccccc2)CCN1Cc1ccccc1. As a reaction SMILES: [C:36](=[O:37])([O-:38])[O-:39].[CH3:1][S:2]([O:3][CH2:6][CH:7]1[N:8]([CH2:20][c:21]2[cH:22][cH:23][cH:24][cH:25][cH:26]2)[CH2:9][CH2:10][N:11]([CH2:13][c:14]2[cH:15][cH:16][cH:17][cH:18][cH:19]2)[CH2:12]1)(=[O:4])=[O:5].[CH3:27][C:28]1([CH3:35])[C:29](=[O:34])[NH:30][CH2:31][CH2:32][NH:33]1.[CH3:53][C:54]#[N:55].[CH:45]([Cl:46])([Cl:47])[Cl:48].[CH:49]([OH:50])([CH3:51])[CH3:52].[Cl-:42].[K+:40].[K+:41].[NH4+:43].[OH2:44]>>[CH2:6]([CH:7]1[N:8]([CH2:20][c:21]2[cH:22][cH:23][cH:24][cH:25][cH:26]2)[CH2:9][CH2:10][N:11]([CH2:13][c:14]2[cH:15][cH:16][cH:17][cH:18][cH:19]2)[CH2:12]1)[N:33]1[C:28]([CH3:27])([CH3:35])[C:29](=[O:34])[NH:30][CH2:31][CH2:32]1. Starting materials: [NH+]1=CC=CC2=CC=CC=C12 (quinolinium), N1=CC=CC2=CC=CC=C12 (quinoline), [Cr](=O)(=O)([O-])O[Cr](=O)(=O)[O-] (dichromate), C([O-])(O)=O.[Na+] (sodium bicarbonate), C(C=C)#N (acrylonitrile). Solvent: CN(C=O)C (N,N-dimethylformamide). The product is C(#N)C=1C=C(N2C1C=CC1=CC=CC=C21)C(=O)C=2C=NC=CC2 (3-Cyano-1-(pyridine-3-carbonyl)-pyrrolo[1,2-a]quinoline). As a reaction SMILES: [NH+:1]1[C:10]2[C:5](=[CH:6][CH:7]=[CH:8][CH:9]=2)[CH:4]=[CH:3][CH:2]=1.[N:11]1[C:20]2[C:15](=[CH:16][CH:17]=[CH:18][CH:19]=2)[CH:14]=[CH:13][CH:12]=1.[Cr](O[Cr]([O-])(=O)=O)([O-])(=O)=O.C(=O)(O)[O-:31].[Na+].[C:35](#[N:38])C=C>CN(C)C=O>[C:35]([C:19]1[CH:18]=[C:17]([C:16]([C:15]2[CH:20]=[N:11][CH:12]=[CH:13][CH:14]=2)=[O:31])[N:1]2[C:10]3[C:5](=[CH:6][CH:7]=[CH:8][CH:9]=3)[CH:4]=[CH:3][C:2]=12)#[N:38] |f:3.4|. Procedure: The quinolinium salt/quinoline mixture was prepared from 3-acetyl-pyridine (440 μL, 4.00 mmol), quinoline (5.0 mL, 42 mmol) and iodine (1.02 g, 4.00 mmol) similar to Example 14, and yielded 312 mg of a brownish-green solid. The title compound was prepared from the quinolinium salt/quinoline mixture (290 mg), tetrapyridinecobalt(II) dichromate (346 mg, 0.568 mmol), sodium bicarbonate (131 mg, 1.56 mmol), acrylonitrile (180 μL, 2.73 mmol), and N,N-dimethylformamide (2.0 mL) similar to Example 14, ... As a reaction SMILES: [Br:1][c:2]1[c:3]([CH:14]2[CH2:15][CH2:16][CH2:17][CH2:18][CH2:19]2)[c:4]2[c:5]([nH:6]1)[cH:7][c:8]([C:10](=[O:11])[O:12][CH3:13])[s:9]2.[C:45](=[O:46])([O-:47])[OH:48].[CH2:20]([c:21]1[cH:22][cH:23][cH:24][cH:25][cH:26]1)[O:27][c:28]1[cH:29][cH:30][c:31]([B:35]2[O:36][C:37]([CH3:38])([CH3:39])[C:40]([CH3:41])([CH3:42])[O:43]2)[c:32]([NH2:34])[cH:33]1.[CH3:50][O:51][CH2:52][CH2:53][O:54][CH3:55].[Na+:49].[OH2:44].[cH:56]1[cH:57][cH:58][c:59]([P:60]([Pd:61]([P:62]([c:63]2[cH:64][cH:65][cH:66][cH:67][cH:68]2)([c:69]2[cH:70][cH:71][cH:72][cH:73][cH:74]2)[c:75]2[cH:76][cH:77][cH:78][cH:79][cH:80]2)([P:81]([c:82]2[cH:83][cH:84][cH:85][cH:86][cH:87]2)([c:88]2[cH:89][cH:90][cH:91][cH:92][cH:93]2)[c:94]2[cH:95][cH:96][cH:97][cH:98][cH:99]2)[P:100]([c:101]2[cH:102][cH:103][cH:104][cH:105][cH:106]2)([c:107]2[cH:108][cH:109][cH:110][cH:111][cH:112]2)[c:113]2[cH:114][cH:115][cH:116][cH:117][cH:118]2)([c:119]2[cH:120][cH:121][cH:122][cH:123][cH:124]2)[c:125]2[cH:126][cH:127][cH:128][cH:129][cH:130]2)[cH:131][cH:132]1>>[c:2]1(-[c:31]2[cH:30][cH:29][c:28]([O:27][CH2:20][c:21]3[cH:22][cH:23][cH:24][cH:25][cH:26]3)[cH:33][c:32]2[NH2:34])[c:3]([CH:14]2[CH2:15][CH2:16][CH2:17][CH2:18][CH2:19]2)[c:4]2[c:5]([nH:6]1)[cH:7][c:8]([C:10](=[O:11])[O:12][CH3:13])[s:9]2. Starting materials: COC(=O)c1cc2[nH]c(Br)c(C3CCCCC3)c2s1, O=C([O-])O, CC1(C)OB(c2ccc(OCc3ccccc3)cc2N)OC1(C)C, COCCOC, [Na+], O, c1ccc(P(c2ccccc2)(c2ccccc2)[Pd](P(c2ccccc2)(c2ccccc2)c2ccccc2)(P(c2ccccc2)(c2ccccc2)c2ccccc2)P(c2ccccc2)(c2ccccc2)c2ccccc2)cc1. The product is COC(=O)c1cc2[nH]c(-c3ccc(OCc4ccccc4)cc3N)c(C3CCCCC3)c2s1. The reactants are C, CC(C)c1[nH]nc(OC2OC(CO)C(O)C(O)C2O)c1Cc1ccccc1OCc1ccccc1, CO, [Pd]. The product is CC(C)c1[nH]nc(OC2OC(CO)C(O)C(O)C2O)c1Cc1ccccc1O. Reaction SMILES: [C:38].[CH2:1]([c:2]1[cH:3][cH:4][cH:5][cH:6][cH:7]1)[O:8][c:9]1[c:10]([CH2:11][c:12]2[c:13]([O:20][CH:21]3[CH:22]([OH:23])[CH:24]([OH:25])[CH:26]([OH:27])[CH:28]([CH2:30][OH:31])[O:29]3)[n:14][nH:15][c:16]2[CH:17]([CH3:18])[CH3:19])[cH:32][cH:33][cH:34][cH:35]1.[CH3:36][OH:37].[Pd:39]>>[OH:8][c:9]1[c:10]([CH2:11][c:12]2[c:13]([O:20][CH:21]3[CH:22]([OH:23])[CH:24]([OH:25])[CH:26]([OH:27])[CH:28]([CH2:30][OH:31])[O:29]3)[n:14][nH:15][c:16]2[CH:17]([CH3:18])[CH3:19])[cH:32][cH:33][cH:34][cH:35]1.